From a dataset of the Open Reaction Database (ORD), a public repository of structured organic reaction records. describe an organic reaction: reactants, conditions, products, and yield The reactants are COC=1C=C(C=CC1OC)CCN (2-(3,4-dimethoxyphenyl)ethylamine), C(C)(C)N(CC)C(C)C (diisopropylethylamine), CC1=CC=C(C=C1)CC(=O)O ((4-methylphenyl)acetic acid), S(=O)(Cl)Cl (thionyl chloride). Reagents/catalysts: CN(C=O)C (N,N-dimethylformamide). The solvent is C(C)(=O)OCC (ethyl acetate), O (Water), C1(=CC=CC=C1)C (toluene), C1(=CC=CC=C1)C (toluene). Reaction conditions: temperature 100 celsius, time 1 hour. The product is COC=1C=C(C=CC1OC)CCNC(CC1=CC=C(C=C1)C)=O (N-[2-(3,4-dimethoxyphenyl)ethyl]-2-(4-methylphenyl)acetamide). Isolated yield 55.2%. RXN SMILES: [CH3:1][C:2]1[CH:7]=[CH:6][C:5]([CH2:8][C:9]([OH:11])=O)=[CH:4][CH:3]=1.S(Cl)(Cl)=O.[CH3:16][O:17][C:18]1[CH:19]=[C:20]([CH2:26][CH2:27][NH2:28])[CH:21]=[CH:22][C:23]=1[O:24][CH3:25].C(N(C(C)C)CC)(C)C>CN(C)C=O.C(OCC)(=O)C.O.C1(C)C=CC=CC=1>[CH3:16][O:17][C:18]1[CH:19]=[C:20]([CH2:26][CH2:27][NH:28][C:9](=[O:11])[CH2:8][C:5]2[CH:4]=[CH:3][C:2]([CH3:1])=[CH:7][CH:6]=2)[CH:21]=[CH:22][C:23]=1[O:24][CH3:25]. Procedure details: A mixture of 5.00 g (33.3 mmol) of (4-methylphenyl)acetic acid, 5.94 g (49.9 mmol) of thionyl chloride, 0.12 g (1.6 mmol) of N,N-dimethylformamide and 20 ml of toluene was stirred at 100° C. for 1 hour, cooled and concentrated under reduced pressure. The residue was added to a mixture of 6.34 g (35.0 mmol) 2-(3,4-dimethoxyphenyl)ethylamine, 8.6 g (67 mmol) of diisopropylethylamine and 25 ml of toluene at 0° C. and kept at 0° C. for 30 minutes and at room temperature for 6 hours. Water and ethyl ...